This data is from the Open Reaction Database (ORD), a public repository of structured organic reaction records. The task is: describe an organic reaction: reactants, conditions, products, and yield Reactants: CC=1SC(=C(N1)C(=O)N1[C@H]2C[C@H]2C[C@H]1CNC(=O)C=1C=CC=C2C1N=C(S2)Cl)C=2C=C(C=CC2)C (2-Chloro-benzothiazole-4-carboxylic acid [(1S,3S,5S)-2-(2-methyl-5-m-tolyl-thiazole-4-carbonyl)-2-aza-bicyclo[3.1.0]hex-3-ylmethyl]-amide). The reagents and catalysts are [Pd] (Pd/C). Solvent: CO (MeOH). Reaction conditions: time 3 hour. Yields the product CC=1SC(=C(N1)C(=O)N1[C@H]2C[C@H]2C[C@H]1CNC(=O)C=1C=CC=C2C1N=CS2)C=2C=C(C=CC2)C (benzothiazole-4-carboxylic acid [(1S,3S,5S)-2-(2-methyl-5-m-tolyl-thiazole-4-carbonyl)-2-aza-bicyclo[3.1.0]hex-3-ylmethyl]-amide). RXN SMILES: [CH3:1][C:2]1[S:3][C:4]([C:29]2[CH:30]=[C:31]([CH3:35])[CH:32]=[CH:33][CH:34]=2)=[C:5]([C:7]([N:9]2[C@H:14]([CH2:15][NH:16][C:17]([C:19]3[CH:20]=[CH:21][CH:22]=[C:23]4[S:27][C:26](Cl)=[N:25][C:24]=34)=[O:18])[CH2:13][C@H:12]3[C@@H:10]2[CH2:11]3)=[O:8])[N:6]=1>CO.[Pd]>[CH3:1][C:2]1[S:3][C:4]([C:29]2[CH:30]=[C:31]([CH3:35])[CH:32]=[CH:33][CH:34]=2)=[C:5]([C:7]([N:9]2[C@H:14]([CH2:15][NH:16][C:17]([C:19]3[CH:20]=[CH:21][CH:22]=[C:23]4[S:27][CH:26]=[N:25][C:24]=34)=[O:18])[CH2:13][C@H:12]3[C@@H:10]2[CH2:11]3)=[O:8])[N:6]=1. Procedure details: 2-Chloro-benzothiazole-4-carboxylic acid [(1S,3S,5S)-2-(2-methyl-5-m-tolyl-thiazole-4-carbonyl)-2-aza-bicyclo[3.1.0]hex-3-ylmethyl]-amide (4.2 mg) is added to a suspension of Pd/C (10%, 10.0 mg) in MeOH (1.0 mL). The mixture is stirred at RT under a hydrogen atmosphere (1 bar) for 3 h. After filtration through celite and washing with MeOH the solvents are removed in vacuo to give the desired product. LC-MS (acidic): tR=1.01 min; [M+H]+=489.1. Reactants: ClC1=CC\2=C(NC(C(\N=C2\C2=CC=C(C=C2)OC)CC2=C(C=CC=C2)C)=O)C=C1 ((Z)-7-chloro-5-(4-methoxyphenyl)-3-(2-methylbenzyl)-1H-benzo[e][1,4]diazepin-2(3H)-one), CCS (EtSH), ice, [Al](Br)(Br)Br (AlBr3). The solvent is C(Br)Br (CH2Br2). Conditions: time 8 hour. Product: ClC1=CC\2=C(NC(C(\N=C2\C2=CC=C(C=C2)O)CC2=C(C=CC=C2)C)=O)C=C1 ((Z)-7-chloro-5-(4-hydroxyphenyl)-3-(2-methylbenzyl)-1H-benzo[e][1,4]diazepin-2(3H)-one). Yield: 80.0%. As a reaction SMILES: [Cl:1][C:2]1[CH:29]=[CH:28][C:5]2[NH:6][C:7](=[O:27])[CH:8]([CH2:19][C:20]3[CH:25]=[CH:24][CH:23]=[CH:22][C:21]=3[CH3:26])[N:9]=[C:10]([C:11]3[CH:16]=[CH:15][C:14]([O:17]C)=[CH:13][CH:12]=3)[C:4]=2[CH:3]=1.CCS.[Al](Br)(Br)Br>C(Br)Br>[Cl:1][C:2]1[CH:29]=[CH:28][C:5]2[NH:6][C:7](=[O:27])[CH:8]([CH2:19][C:20]3[CH:25]=[CH:24][CH:23]=[CH:22][C:21]=3[CH3:26])[N:9]=[C:10]([C:11]3[CH:16]=[CH:15][C:14]([OH:17])=[CH:13][CH:12]=3)[C:4]=2[CH:3]=1. Procedure: To a solution of (Z)-7-chloro-5-(4-methoxyphenyl)-3-(2-methylbenzyl)-1H-benzo[e][1,4]diazepin-2(3H)-one precursor (0.6 g, 1.4 mmol) in CH2Br2 (20 mL) was added EtSH (7 mL) and then AlBr3 (1.7 g, 6.3 mmol, 4.5 eq). The resulting mixture was stirred overnight and then treated with ice (20 g) and after one hour filtered. The resulting solid was triturated with 50% DCM/heptane and then vacuum dried to give 445 mg (yield of 80%) of (Z)-7-chloro-5-(4-hydroxyphenyl)-3-(2-methylbenzyl)-1H-benzo[e][1,4]d... Reactants: C(CCCCCC)=C1C(OC(C1)C)=O (3-heptylidene-5-methyldihydro-2(3H)-furanone). The reagents and catalysts are [Pd] (palladium on carbon). Solvent: C(C)O (ethanol). The product is C(CCCCCC)[C@@H]1C(O[C@@H](C1)C)=O (cis-3-heptyl-5-methyldihydro-2(3H)-furanone). Isolated yield 98.4%. RXN SMILES: [CH:1](=[C:8]1[CH2:12][CH:11]([CH3:13])[O:10][C:9]1=[O:14])[CH2:2][CH2:3][CH2:4][CH2:5][CH2:6][CH3:7]>[Pd].C(O)C>[CH2:1]([C@H:8]1[CH2:12][C@@H:11]([CH3:13])[O:10][C:9]1=[O:14])[CH2:2][CH2:3][CH2:4][CH2:5][CH2:6][CH3:7]. Procedure: Using the same general hydrogenation procedure described in Example I, 3-heptylidene-5-methyldihydro-2(3H)-furanone (10 g; 0.051 mole) was combined with 0.5 g 5% palladium on carbon catalyst and 10 ml ethanol. Hydrogen gas was bubbled into the mixture over a 12 hour period with stirring. After removal of the catalyst and evaporation of the solvent, 9.95 g (96% assay by GLC; 95% yield) cis-3-heptyl-5-methyldihydro-2(3H)-furanone was recovered. The proton nuclear resonance spectrum for the product...